This data is from the Open Reaction Database (ORD), a public repository of structured organic reaction records. The task is: describe an organic reaction: reactants, conditions, products, and yield Reactants: Cl (HCl), Cl (HCl), Cl (HCl), OCN1C(C=2C(C1=O)=CC=CC2)=O (N-hydroxymethyl phthalimide). Product: ClCN1C(C=2C(C1=O)=CC=CC2)=O (N-chloromethyl phthalimide). RXN SMILES: [ClH:1].O[CH2:3][N:4]1[C:8](=[O:9])[C:7]2=[CH:10][CH:11]=[CH:12][CH:13]=[C:6]2[C:5]1=[O:14]>>[Cl:1][CH2:3][N:4]1[C:8](=[O:9])[C:7]2=[CH:10][CH:11]=[CH:12][CH:13]=[C:6]2[C:5]1=[O:14]. Reported procedure: reacting said mixture at a temperature of from about 45° to about 75° C at a pressure of from about 0 psig to about 50 psig while intimately contacting said reacting mixture with anhydrous HCl at a rate of from approximately 15 to approximately 65 pounds HCl per hour per pound-mole of N-hydroxymethyl phthalimide used to form the mixture in step (a), to maintain the concentration of said aqueous HCl at 35 to 40 wt.%, to form N-chloromethyl phthalimide in an aqueous-organic mixture; Starting materials: mono-hydrochloride, [N+](=O)([O-])C1=CC2=C(NC(=N2)S)C=C1 (5-nitro-1H-benzoimidazol-2-thiol), ClC=1C=C(CBr)C=CC1Cl (3,4-dichlorobenzylbromide). The solvent is C(C)O (ethanol). Product: ClC=1C=C(CSC2=NC3=C(N2)C=CC(=C3)[N+](=O)[O-])C=CC1Cl (2-(3,4-Dichlorobenzylsulfanyl)-5-nitro-1H-benzoimidazole). Isolated yield 64.9%. Reaction SMILES: [N+:1]([C:4]1[CH:13]=[CH:12][C:7]2[NH:8][C:9]([SH:11])=[N:10][C:6]=2[CH:5]=1)([O-:3])=[O:2].[Cl:14][C:15]1[CH:16]=[C:17]([CH:20]=[CH:21][C:22]=1[Cl:23])[CH2:18]Br>C(O)C>[Cl:14][C:15]1[CH:16]=[C:17]([CH:20]=[CH:21][C:22]=1[Cl:23])[CH2:18][S:11][C:9]1[NH:8][C:7]2[CH:12]=[CH:13][C:4]([N+:1]([O-:3])=[O:2])=[CH:5][C:6]=2[N:10]=1. Procedure: A mixture of 5-nitro-1H-benzoimidazol-2-thiol (1.95 g, 0.01 mol) and 3,4-dichlorobenzylbromide (2.4 g, 0.01 mol) was heated at reflux in ethanol (100 mL) for a period of 20 hours. The mixture was then concentrated. The solid was collected by filtration. The solid was dissolved in a mixture of EtOAc/H2O. Sodium bicarbonate was added until basic. The organic phase was separated and the solvent evaporated. The residue was dissolved in ethanol. The solution was saturated with hydrogen chloride. The ...